This data is from the Open Reaction Database (ORD), a public repository of structured organic reaction records. The task is: describe an organic reaction: reactants, conditions, products, and yield The reactants are C(C)OC(C(C(=O)OCC)(NC(=O)OC(C)(C)C)CC1=CC=CC=C1)=O (Diethylbenzyl[(tert-butoxycarbonyl)amino]propanedioate), FC(C(=O)O)(F)F (trifluoroacetic acid), ClCCl (dichloromethane). Reaction conditions: time 1 hour. Product: FC(C(=O)O)(F)F.C(C)N(CC)C(C(=O)O)(C(=O)O)CC1=CC=CC=C1 (Diethylamino(benzyl)propanedioate trifluoroacetate). Reaction SMILES: C([O:3][C:4](=[O:26])[C:5]([CH2:19][C:20]1[CH:25]=[CH:24][CH:23]=[CH:22][CH:21]=1)([NH:11][C:12](OC(C)(C)C)=O)[C:6]([O:8]CC)=[O:7])C.[F:27][C:28]([F:33])([F:32])[C:29]([OH:31])=[O:30].Cl[CH2:35]Cl>>[F:27][C:28]([F:33])([F:32])[C:29]([OH:31])=[O:30].[CH2:28]([N:11]([C:5]([CH2:19][C:20]1[CH:21]=[CH:22][CH:23]=[CH:24][CH:25]=1)([C:4]([OH:3])=[O:26])[C:6]([OH:8])=[O:7])[CH2:12][CH3:35])[CH3:29] |f:3.4|. Procedure details: To the product of Step A (7.5 g, 20.52 mmol) in dichloromethane (24 mL) was added trifluoroacetic acid (12 mL, 156 mmol) and the mixture stirred for 1 h. The solvent was removed in vacuo and the oil azeotroped with toluene (2×20 mL) to afford the title compound as a tan amorphous solid. LC/MS 266.1 (M+1).